The task is: describe an organic reaction: reactants, conditions, products, and yield. This data is from the Open Reaction Database (ORD), a public repository of structured organic reaction records. Starting materials: [OH-] (hydroxide), [Mg] (magnesium), C([O-])([O-])=O (carbonate), oxide, [Ca] (calcium). Product: C([O-])([O-])=O (carbonate), C([O-])(O)=O.[Ca+2].C([O-])(O)=O (calcium bicarbonate). RXN SMILES: [C:1](=[O:4])([O-:3])[O-:2].[OH-].[Mg].[Ca:7]>>[C:1](=[O:2])([O-:4])[O-:3].[C:1](=[O:2])([OH:4])[O-:3].[Ca+2:7].[C:1](=[O:2])([OH:4])[O-:3] |f:5.6.7|. Procedure: Magnesium bicarbonate and/or calcium bicarbonate exist as solution with low solubility. They are not stable, and by heating they will decompose and form magnesium or/and calcium carbonate or precipitate(s) of basic carbonate. Therefore, they are not common products. The present invention uses mineral(s), oxide(s), hydroxide(s) of magnesium or/and calcium with low purity as raw materials, and these raw materials are processed through at least one step of calcination, hydration, and carbonation to... The reactants are ClCC1=NC2=CC=CC(=C2C(N1C1=C(C=CC=C1)Cl)=O)C (2-Chloromethyl-3-(2-chlorophenyl)-5-methyl-3H-quinazolin-4-one), O.SC1=C2NC=NC2=NC=N1 (6-mercaptopurine monohydrate), C(=O)([O-])[O-].[K+].[K+] (K2CO3). Run in CN(C)C=O (DMF). Product: ClC1=C(C=CC=C1)N1C(=NC2=CC=CC(=C2C1=O)C)CSC1=C2N=CNC2=NC=N1 (3-(2-Chlorophenyl)-5-methyl-2-(9H-purin-6-ylsulfanylmethyl)-3H-quinazolin-4-one). Yield: 79.3%. As a reaction SMILES: Cl[CH2:2][C:3]1[N:12]([C:13]2[CH:18]=[CH:17][CH:16]=[CH:15][C:14]=2[Cl:19])[C:11](=[O:20])[C:10]2[C:5](=[CH:6][CH:7]=[CH:8][C:9]=2[CH3:21])[N:4]=1.O.[SH:23][C:24]1[N:32]=[CH:31][N:30]=[C:29]2[C:25]=1[NH:26][CH:27]=[N:28]2.C([O-])([O-])=O.[K+].[K+]>CN(C=O)C>[Cl:19][C:14]1[CH:15]=[CH:16][CH:17]=[CH:18][C:13]=1[N:12]1[C:11](=[O:20])[C:10]2[C:5](=[CH:6][CH:7]=[CH:8][C:9]=2[CH3:21])[N:4]=[C:3]1[CH2:2][S:23][C:24]1[N:32]=[CH:31][N:30]=[C:29]2[C:25]=1[N:26]=[CH:27][NH:28]2 |f:1.2,3.4.5|. Reported procedure: Prepared according to Procedure C using Intermediate 2g (300 mg, 0.940 mmol), 6-mercaptopurine monohydrate (176 mg, 1.03 mmol), K2CO3 (142 mg, 1.03 mmol), and DMF (5 mL). The crude product was recrystallized from EtOH to provide 324 mg of a white crystalline solid (79%), mp 227.8-230.1° C. (decomposes). 1H NMR (DMSO-d6) δ: 13.57 (br s, 1H); 8.49 (s, 1H); 8.47 (s, 1H); 7.69-7.78 (m, 2H); 7.66 (d, J=7.3 Hz, 1H); 7.55 (d, J=7.9 Hz, 1H); 7.39-7.52 (m, 2H); 7.36 (d, J=6.9 Hz, 1H); 4.38-4.50 (m, 2H); ... The reactants are Cl.O1CCOCC1 (HCl dioxane), N1=CC(=CC=C1)C1SCC=2N1C=CC2C(=O)C2=CN(C1=CC(=CC=C21)C2=CC=C(C=C2)F)CCNC(=O)OC(C)(C)C (3-(pyridin-3-yl)-7-[1-(2-tert-butoxycarbonylaminoethyl)-6-(4-fluorophenyl)indol-3-ylcarbonyl]-1H,3H-pyrrolo[1,2-c]thiazole). Run in C(Cl)Cl (CH2Cl2). Reaction conditions: temperature 0 celsius, time 15 minute. Yields the product Cl.N1=CC(=CC=C1)C1SCC=2N1C=CC2C(=O)C2=CN(C1=CC(=CC=C21)C2=CC=C(C=C2)F)CCN (3-(Pyridin-3-yl)-7-[1-(2-aminoethyl)-6-(4-fluorophenyl)indol-3-ylcarbonyl]-1H,3H-pyrrolo[1,2-c]thiazole hydrochloride). As a reaction SMILES: [N:1]1[CH:6]=[CH:5][CH:4]=[C:3]([CH:7]2[N:11]3[CH:12]=[CH:13][C:14]([C:15]([C:17]4[C:25]5[C:20](=[CH:21][C:22]([C:26]6[CH:31]=[CH:30][C:29]([F:32])=[CH:28][CH:27]=6)=[CH:23][CH:24]=5)[N:19]([CH2:33][CH2:34][NH:35]C(OC(C)(C)C)=O)[CH:18]=4)=[O:16])=[C:10]3[CH2:9][S:8]2)[CH:2]=1.[ClH:43].O1CCOCC1>C(Cl)Cl>[ClH:43].[N:1]1[CH:6]=[CH:5][CH:4]=[C:3]([CH:7]2[N:11]3[CH:12]=[CH:13][C:14]([C:15]([C:17]4[C:25]5[C:20](=[CH:21][C:22]([C:26]6[CH:31]=[CH:30][C:29]([F:32])=[CH:28][CH:27]=6)=[CH:23][CH:24]=5)[N:19]([CH2:33][CH2:34][NH2:35])[CH:18]=4)=[O:16])=[C:10]3[CH2:9][S:8]2)[CH:2]=1 |f:1.2,4.5|. Procedure: A solution of 3-(pyridin-3-yl)-7-[1-(2-tert-butoxycarbonylaminoethyl)-6-(4-fluorophenyl)indol-3-ylcarbonyl]-1H,3H-pyrrolo[1,2-c]thiazole (104 mg), prepared as in Example 57, in CH2Cl2 at 0° C. was treated with 4N HCl/dioxane (1 mL). The reaction mixture was stirred for 15 min at 0° C. and then concentrated in vacuo. The resulting solid was azeotroped three times with CH2Cl2 to give 3-(Pyridin-3-yl)-7-[1-(2-aminoethyl)-6-(4-fluorophenyl)indol-3-ylcarbonyl]-1H,3H-pyrrolo[1,2-c]thiazole hydrochlori... The reactants are N(=C=O)C(C)(C)C1=CC(=CC=C1)C(C)(N=C=O)C (1,3-Bis(1-isocyanato-1-methylethyl)benzene), C(C)C(CC)NO (N-(1-ethylpropyl)hydroxylamine). Solvent: ClCCl (dichloromethane). Product: C1(=CC(=CC=C1)C(C)(C)NC(=O)N(O)C(CC)CC)C(C)(NC(=O)N(C(CC)CC)O)C (1,1'-(m-Phenylene)bis(1-methyl-1-(3-hydroxy-3-(1-ethylpropyl)ureido)ethane)). The yield is 88.8%. Reaction SMILES: [N:1]([C:4]([C:7]1[CH:12]=[CH:11][CH:10]=[C:9]([C:13]([CH3:18])([N:15]=[C:16]=[O:17])[CH3:14])[CH:8]=1)([CH3:6])[CH3:5])=[C:2]=[O:3].[CH2:19]([CH:21]([NH:24][OH:25])[CH2:22][CH3:23])[CH3:20]>ClCCl>[C:9]1([C:13]([CH3:18])([NH:15][C:16]([N:24]([OH:25])[CH:21]([CH2:22][CH3:23])[CH2:19][CH3:20])=[O:17])[CH3:14])[CH:10]=[CH:11][CH:12]=[C:7]([C:4]([NH:1][C:2]([N:24]([CH:21]([CH2:22][CH3:23])[CH2:19][CH3:20])[OH:25])=[O:3])([CH3:6])[CH3:5])[CH:8]=1. Procedure details: A solution of 1,3-Bis(1-isocyanato-1-methylethyl)benzene (2.3 ml, 10 mmol) and dichloromethane (100 ml) was charged with N-(1-ethylpropyl)hydroxylamine (2.2 g, 21.3 mmol). A precipitate formed immediately and the resulting mixture was maintained overnight. The precipitate was recovered by filtration and dried in vacuo to yield 4.0 g of the desired product as a white powder. Recrystallization from N,N-dimethylformamide.backslash.water provided an analytically pure sample: MP: 170.5-172.0° C. ; 1H...